This data is from the Open Reaction Database (ORD), a public repository of structured organic reaction records. The task is: describe an organic reaction: reactants, conditions, products, and yield Starting materials: C(C)(=O)NC1=C(C=C(C=C1)Br)[N+](=O)[O-] (N-Acetyl 4-bromo-2-nitroaniline), [OH-].[Na+] (sodium hydroxide), ice water. The solvent is C(OC)COC (dimethoxyethane). Reaction conditions: temperature 80 celsius. Product: BrC1=CC(=C(N)C=C1)[N+](=O)[O-] (4-Bromo-2-nitroaniline). Reaction SMILES: C([NH:4][C:5]1[CH:10]=[CH:9][C:8]([Br:11])=[CH:7][C:6]=1[N+:12]([O-:14])=[O:13])(=O)C.[OH-].[Na+]>C(COC)OC>[Br:11][C:8]1[CH:9]=[CH:10][C:5]([NH2:4])=[C:6]([N+:12]([O-:14])=[O:13])[CH:7]=1 |f:1.2|. Procedure: A mixture of 1d (3.5 g, 13.5 mmol), dimethoxyethane (100 ml) and aqueous sodium hydroxide (50 ml, 1 M) is heated to 80° C. for 1 hour. After cooling the mixture is poured into ice-water. The product is filtered off, washed with water and dried. Yield 2.77 g (94%). Mp 109-1 10° C. Starting materials: 42(iv), C(C)(=O)OCC=1N(C(=C(N1)C(=O)OCC)C(=O)OCC)CC1=CC=CC=C1 (diethyl 2-acetoxymethyl-1-benzylimidazole-4,5-dicarboxylate), Cl (hydrochloride). Yields the product C(C)(=O)OCC=1NC(=C(N1)C(=O)OCC)C(=O)OCC (Diethyl 2-acetoxymethylimidazole-4,5-dicarboxylate). As a reaction SMILES: [C:1]([O:4][CH2:5][C:6]1[N:7](CC2C=CC=CC=2)[C:8]([C:16]([O:18][CH2:19][CH3:20])=[O:17])=[C:9]([C:11]([O:13][CH2:14][CH3:15])=[O:12])[N:10]=1)(=[O:3])[CH3:2].Cl>>[C:1]([O:4][CH2:5][C:6]1[NH:10][C:9]([C:11]([O:13][CH2:14][CH3:15])=[O:12])=[C:8]([C:16]([O:18][CH2:19][CH3:20])=[O:17])[N:7]=1)(=[O:3])[CH3:2]. Procedure details: Following a procedure similar to that described in Preparation 42(iv), but using 2.00 g of diethyl 2-acetoxymethyl-1-benzylimidazole-4,5-dicarboxylate [prepared as described in step (i) above] as a starting material, 1.70 g of the hydrochloride of the title compound were obtained as a syrup. The reactants are C1CCOC1, CN, COc1ccc2c(C(=O)Cl)c(C)sc2c1. Product: CNC(=O)c1c(C)sc2cc(OC)ccc12. As a reaction SMILES: [CH2:18]1[O:19][CH2:20][CH2:21][CH2:22]1.[CH3:16][NH2:17].[CH3:1][O:2][c:3]1[cH:4][cH:5][c:6]2[c:7]([s:8][c:9]([CH3:14])[c:10]2[C:11](=[O:12])[Cl:13])[cH:15]1>>[CH3:1][O:2][c:3]1[cH:4][cH:5][c:6]2[c:7]([s:8][c:9]([CH3:14])[c:10]2[C:11](=[O:12])[NH:17][CH3:16])[cH:15]1.